This data is from the Open Reaction Database (ORD), a public repository of structured organic reaction records. The task is: describe an organic reaction: reactants, conditions, products, and yield Reactants: C1(=CC=C(C=C1)S(=O)(=O)Cl)C (p-toluene sulfonylchloride), ice water, OC=1C(C(OC1C)C)=O (4-hydroxy-2,5-dimethyl-2,3-dihydrofuran-3-one), O (water). The solvent is ClCCl (dichloromethane), N1=CC=CC=C1 (pyridine). Run at temperature -10 celsius, time 3 hour. Product: C1(=CC=C(C=C1)S(=O)(=O)OC=1C(C(OC1C)C)=O)C (4-p-toluenesulfonyloxy-2,5-dimethyl-2,3-dihydrofuran-3-one). Yield: 75.5%. Reaction SMILES: [OH:1][C:2]1[C:3](=[O:9])[CH:4]([CH3:8])[O:5][C:6]=1[CH3:7].[C:10]1([CH3:20])[CH:15]=[CH:14][C:13]([S:16](Cl)(=[O:18])=[O:17])=[CH:12][CH:11]=1.O>N1C=CC=CC=1.ClCCl>[C:10]1([CH3:20])[CH:15]=[CH:14][C:13]([S:16]([O:9][C:3]2[C:2](=[O:1])[CH:6]([CH3:7])[O:5][C:4]=2[CH3:8])(=[O:18])=[O:17])=[CH:12][CH:11]=1. Procedure details: 12.8 grams (0.1 m) of 4-hydroxy-2,5-dimethyl-2,3-dihydrofuran-3-one were dissolved in 70 ml of dry pyridine. The solution was stirred and cooled to -10° C. in an ice-salt bath. With stirring a cold solution of 22.9 grams (0.12 m) of p-toluene sulfonylchloride in 50 ml of dry dichloromethane was added dropwise (temp. below -5° C.). After completion of the addition (1 hour), stirring at 0° C. was continued for 3 hours, and water (10 ml) was added in portions at intervals of 5 min., with stirring a... RXN SMILES: [CH3:1][S:2](Cl)(=[O:4])=[O:3].[NH2:6][C:7]1[CH:12]=[CH:11][C:10]([N:13]2[CH2:18][CH2:17][N:16]([CH2:19][CH2:20][C:21]3[CH:26]=[CH:25][C:24]([NH2:27])=[CH:23][CH:22]=3)[CH2:15][CH2:14]2)=[C:9]([Cl:28])[CH:8]=1>N1C=CC=CC=1>[Cl:28][C:9]1[CH:8]=[C:7]([NH:6][S:2]([CH3:1])(=[O:4])=[O:3])[CH:12]=[CH:11][C:10]=1[N:13]1[CH2:18][CH2:17][N:16]([CH2:19][CH2:20][C:21]2[CH:26]=[CH:25][C:24]([NH:27][S:2]([CH3:1])(=[O:4])=[O:3])=[CH:23][CH:22]=2)[CH2:15][CH2:14]1. Reactants: CS(=O)(=O)Cl (methanesulphonyl chloride), NC1=CC(=C(C=C1)N1CCN(CC1)CCC1=CC=C(C=C1)N)Cl (1-(4-amino-2-chlorophenyl)-4-(4-aminophenethyl)piperazine). Solvent: N1=CC=CC=C1 (pyridine). Yield: 64.2%. The product is ClC1=C(C=CC(=C1)NS(=O)(=O)C)N1CCN(CC1)CCC1=CC=C(C=C1)NS(=O)(=O)C (1-(2-Chloro-4-methanesulphonamidophenyl)-4-(4-methanesulphonamidophenethyl)piperazine). Procedure details: The title compound (0.52 g), was prepared similarly to the procedure of Example 1(C) from methanesulphonyl chloride (0.44 g), 1-(4-amino-2-chlorophenyl)-4-(4-aminophenethyl)piperazine (0.55 g), and pyridine (10 ml). The reactants are O (water), C(C1=CC=CC=C1)N1CCC(CC1)NC(C(F)(F)F)=O (N-(1-benzyl-4-piperidinyl)-2,2,2-trifluoroacetamide), [H-].[Na+] (sodium hydride), CI (methyl iodide). Run in O1CCCC1 (tetrahydrofuran). Reaction conditions: time 30 minute. The product is C(C1=CC=CC=C1)N1CCC(CC1)N(C(C(F)(F)F)=O)C (N-(1-benzyl-4-piperidinyl)-2,2,2-trifluoro-N-methylacetamide). Yield: 69.7%. As a reaction SMILES: [CH2:1]([N:8]1[CH2:13][CH2:12][CH:11]([NH:14][C:15](=[O:20])[C:16]([F:19])([F:18])[F:17])[CH2:10][CH2:9]1)[C:2]1[CH:7]=[CH:6][CH:5]=[CH:4][CH:3]=1.[H-].[Na+].[CH3:23]I.O>O1CCCC1>[CH2:1]([N:8]1[CH2:9][CH2:10][CH:11]([N:14]([CH3:23])[C:15](=[O:20])[C:16]([F:19])([F:17])[F:18])[CH2:12][CH2:13]1)[C:2]1[CH:7]=[CH:6][CH:5]=[CH:4][CH:3]=1 |f:1.2|. Reported procedure: N-(1-benzyl-4-piperidinyl)-2,2,2-trifluoroacetamide (1.0 g, 3.49 mmol) was added to a suspension of 60%-sodium hydride (147 mg, 3.67 mmol) in tetrahydrofuran (20 ml) at room temperature and stirred for 30 minutes. Then, methyl iodide (0.239 ml, 3.84 mmol) was added thereto and stirred for 5 hours. The reaction solution was poured into water and extracted with ethyl acetate. The organic layer was dried over anhydrous magnesium sulfate and distilled under reduced pressure to remove the solvent, an... Starting materials: COC(=O)CC1CCN(C(=O)N2CCC(c3ccc(NC(=O)c4nc(-c5ccccc5)oc4C(F)(F)F)cc3)CC2)CC1, [Li+], C1COCCO1, [OH-], O. Product: O=C(O)CC1CCN(C(=O)N2CCC(c3ccc(NC(=O)c4nc(-c5ccccc5)oc4C(F)(F)F)cc3)CC2)CC1. As a reaction SMILES: [CH3:1][O:2][C:3]([CH2:4][CH:5]1[CH2:6][CH2:7][N:8]([C:11](=[O:12])[N:13]2[CH2:14][CH2:15][CH:16]([c:19]3[cH:20][cH:21][c:22]([NH:25][C:26](=[O:27])[c:28]4[n:29][c:30](-[c:37]5[cH:38][cH:39][cH:40][cH:41][cH:42]5)[o:31][c:32]4[C:33]([F:34])([F:35])[F:36])[cH:23][cH:24]3)[CH2:17][CH2:18]2)[CH2:9][CH2:10]1)=[O:43].[Li+:44].[O:46]1[CH2:47][CH2:48][O:49][CH2:50][CH2:51]1.[OH-:45].[OH2:52]>>[O:2]=[C:3]([CH2:4][CH:5]1[CH2:6][CH2:7][N:8]([C:11](=[O:12])[N:13]2[CH2:14][CH2:15][CH:16]([c:19]3[cH:20][cH:21][c:22]([NH:25][C:26](=[O:27])[c:28]4[n:29][c:30](-[c:37]5[cH:38][cH:39][cH:40][cH:41][cH:42]5)[o:31][c:32]4[C:33]([F:34])([F:35])[F:36])[cH:23][cH:24]3)[CH2:17][CH2:18]2)[CH2:9][CH2:10]1)[OH:43]. The reactants are O=C([O-])[O-], CC#N, OC1(c2cc(F)cc(Cl)c2)CCNC1, CCCI, [K+], [K+], O. Product: CCCN1CCC(O)(c2cc(F)cc(Cl)c2)C1. RXN SMILES: [C:18](=[O:19])([O-:20])[O-:21].[CH3:15][C:16]#[N:17].[Cl:1][c:2]1[cH:3][c:4]([C:9]2([OH:14])[CH2:10][NH:11][CH2:12][CH2:13]2)[cH:5][c:6]([F:8])[cH:7]1.[I:24][CH2:25][CH2:26][CH3:27].[K+:22].[K+:23].[OH2:28]>>[Cl:1][c:2]1[cH:3][c:4]([C:9]2([OH:14])[CH2:10][N:11]([CH2:25][CH2:26][CH3:27])[CH2:12][CH2:13]2)[cH:5][c:6]([F:8])[cH:7]1. Starting materials: C(C)(=O)OC=1C(=C2CCC(OC2=C(C1C)C)(C)COC1=NC=C(C=C1)CC(C(=O)OCC)Cl)C (ethyl 3-[2-(6-acetoxy-2,5,7,8-tetramethylchroman-2-ylmethoxy)pyridin-5-yl]-2-chloropropionate), Cl (hydrochloric acid), NC(=S)N (thiourea), S1(=O)(=O)CCCC1 (sulfolane). Run in O (water), COCCO (ethylene glycol monomethyl ether). Yields the product OC=1C(=C2CCC(OC2=C(C1C)C)(C)COC1=NC=C(C=C1)CC1C(NC(S1)=O)=O)C (5-[2-(6-Hydroxy-2,5,7,8-tetramethylchroman-2-ylmethoxy)pyridin-5-ylmethyl]thiazolidine -2,4-dione). As a reaction SMILES: C([O:4][C:5]1[C:6]([CH3:34])=[C:7]2[C:12](=[C:13]([CH3:16])[C:14]=1[CH3:15])[O:11][C:10]([CH2:18][O:19][C:20]1[CH:25]=[CH:24][C:23]([CH2:26][CH:27](Cl)[C:28](OCC)=[O:29])=[CH:22][N:21]=1)([CH3:17])[CH2:9][CH2:8]2)(=O)C.[NH2:35][C:36](N)=[S:37].S1(CCCC1)(=O)=[O:40].Cl>O.COCCO>[OH:4][C:5]1[C:6]([CH3:34])=[C:7]2[C:12](=[C:13]([CH3:16])[C:14]=1[CH3:15])[O:11][C:10]([CH2:18][O:19][C:20]1[CH:25]=[CH:24][C:23]([CH2:26][CH:27]3[S:37][C:36](=[O:40])[NH:35][C:28]3=[O:29])=[CH:22][N:21]=1)([CH3:17])[CH2:9][CH2:8]2. Reported procedure: The procedure described in Example 3 was repeated, but using 3.8 g of ethyl 3-[2-(6-acetoxy-2,5,7,8-tetramethylchroman-2-ylmethoxy)pyridin-5-yl]-2-chloropropionate (prepared as described in Preparation 38), 0.77 g of thiourea, 5.0 ml of sulfolane, 4.5 ml of ethylene glycol monomethyl ether, 1.5 ml of concentrated hydrochloric acid and 4.5 ml of water, to give the title compound, softening at 87°-94° C. Reactants: [BH3-]C#N, CC(N)C(=O)N1C(C(=O)O)CC2CCCCC21, [Na+], CCOC(=O)C(=O)Cc1c[nH]c2ccccc12. Yields the product CCOC(=O)C(Cc1c[nH]c2ccccc12)NC(C)C(=O)N1C(C(=O)O)CC2CCCCC21. Reaction SMILES: [C:35]([BH3-:36])#[N:37].[NH2:1][CH:2]([CH3:3])[C:4](=[O:5])[N:6]1[CH:7]([C:15](=[O:16])[OH:17])[CH2:8][CH:9]2[CH2:10][CH2:11][CH2:12][CH2:13][CH:14]12.[Na+:38].[nH:18]1[cH:19][c:20]([CH2:27][C:28]([C:29](=[O:30])[O:31][CH2:32][CH3:33])=[O:34])[c:21]2[cH:22][cH:23][cH:24][cH:25][c:26]12>>[NH:1]([CH:2]([CH3:3])[C:4](=[O:5])[N:6]1[CH:7]([C:15](=[O:16])[OH:17])[CH2:8][CH:9]2[CH2:10][CH2:11][CH2:12][CH2:13][CH:14]12)[CH:28]([CH2:27][c:20]1[cH:19][nH:18][c:26]2[c:21]1[cH:22][cH:23][cH:24][cH:25]2)[C:29](=[O:30])[O:31][CH2:32][CH3:33]. Reactants: O1S(OC2=C1C=CC=C2)(=O)=O (1,3,2-benzodioxathiol 2,2-dioxide), CN (methylamine). Solvent: C(C)(=O)OCC (ethyl acetate), C1CCOC1 (THF). Reaction conditions: time 3 hour. The product is CNS(OC1=C(C=CC=C1)O)(=O)=O (2-hydroxyphenyl methylsulfamate). Reaction SMILES: [O:1]1[C:5]2[CH:6]=[CH:7][CH:8]=[CH:9][C:4]=2[O:3][S:2]1(=[O:11])=[O:10].[CH3:12][NH2:13]>C1COCC1.C(OCC)(=O)C>[CH3:12][NH:13][S:2](=[O:11])(=[O:10])[O:1][C:5]1[CH:6]=[CH:7][CH:8]=[CH:9][C:4]=1[OH:3]. Procedure details: To a solution of 1,3,2-benzodioxathiol 2,2-dioxide (300 mg) in THF (6 mL) was added methylamine (0.871 mL, 2 M THF solution) at room temperature, and the mixture was stirred at room temperature for 3 hr. The reaction mixture was diluted with ethyl acetate. The diluted solution was washed with distilled water and brine, and dried over anhydrous magnesium sulfate. The solvent was evaporated under reduced pressure, and the residue was purified by silica gel chromatography (hexane/ethyl acetate) to ... The reactants are BrC=1C=CC(=C(C#N)C1)C(=O)N1CCN(CC1)C1=NC=C(C=C1C)CC (5-bromo-2-[4-(5-ethyl-3-methylpyridin-2-yl)piperazine-1-carbonyl]benzonitrile), N1C(CCC1)=O (pyrrolidin-2-one). Yields the product C(C)C=1C=C(C(=NC1)N1CCN(CC1)C(=O)C1=C(C#N)C=C(C=C1)N1C(CCC1)=O)C (2-[4-(5-ethyl-3-methylpyridin-2-yl)piperazine-1-carbonyl]-5-(2-oxopyrrolidin-1-yl)benzonitrile). Reaction SMILES: Br[C:2]1[CH:3]=[CH:4][C:5]([C:10]([N:12]2[CH2:17][CH2:16][N:15]([C:18]3[C:23]([CH3:24])=[CH:22][C:21]([CH2:25][CH3:26])=[CH:20][N:19]=3)[CH2:14][CH2:13]2)=[O:11])=[C:6]([CH:9]=1)[C:7]#[N:8].[NH:27]1[CH2:31][CH2:30][CH2:29][C:28]1=[O:32]>>[CH2:25]([C:21]1[CH:22]=[C:23]([CH3:24])[C:18]([N:15]2[CH2:16][CH2:17][N:12]([C:10]([C:5]3[CH:4]=[CH:3][C:2]([N:27]4[CH2:31][CH2:30][CH2:29][C:28]4=[O:32])=[CH:9][C:6]=3[C:7]#[N:8])=[O:11])[CH2:13][CH2:14]2)=[N:19][CH:20]=1)[CH3:26]. Procedure details: Using 5-bromo-2-[4-(5-ethyl-3-methylpyridin-2-yl)piperazine-1-carbonyl]benzonitrile (827 mg) described in Preparation Example 246 and pyrrolidin-2-one (230 μL) and by the reaction and treatment in the same manner as in Example 262, the title compound (817 mg) was obtained. Reactants: FC(C1=CC=C(C=C1)B(O)O)(F)F (4-trifluoromethylphenylboronic acid), solution, C([O-])([O-])=O.[Na+].[Na+] (sodium carbonate), BrC1=CC=C(COC2=C(C=CC=C2)/C=C/C(CC2=CC=C(C(=O)OC)C=C2)CCC2=CC=C(C=C2)C#N)C=C1 (Methyl E-4-{4-[2-(4-bromobenzyloxy)phenyl]-2-[2-(4-cyanophenyl)ethyl]but-3-enyl}benzoate). Reagents/catalysts: Cl[Pd]([P](C1=CC=CC=C1)(C2=CC=CC=C2)C3=CC=CC=C3)([P](C4=CC=CC=C4)(C5=CC=CC=C5)C6=CC=CC=C6)Cl (bis(triphenylphosphine)palladium(II) chloride). The solvent is O (water), COCCOC (1,2-dimethoxyethane). Yields the product C(#N)C1=CC=C(C=C1)CCC(CC1=CC=C(C(=O)OC)C=C1)\C=C\C1=C(C=CC=C1)OCC1=CC=C(C=C1)C1=CC=C(C=C1)C(F)(F)F (Methyl E-4-{2-[2-(4-cyanophenyl)ethyl]-4-[2-(4′-trifluoromethylbiphenyl-4-ylmethoxy)phenyl]but-3-enyl}benzoate). The yield is 57.4%. RXN SMILES: Br[C:2]1[CH:39]=[CH:38][C:5]([CH2:6][O:7][C:8]2[CH:13]=[CH:12][CH:11]=[CH:10][C:9]=2/[CH:14]=[CH:15]/[CH:16]([CH2:28][CH2:29][C:30]2[CH:35]=[CH:34][C:33]([C:36]#[N:37])=[CH:32][CH:31]=2)[CH2:17][C:18]2[CH:27]=[CH:26][C:21]([C:22]([O:24][CH3:25])=[O:23])=[CH:20][CH:19]=2)=[CH:4][CH:3]=1.[F:40][C:41]([F:52])([F:51])[C:42]1[CH:47]=[CH:46][C:45](B(O)O)=[CH:44][CH:43]=1.C(=O)([O-])[O-].[Na+].[Na+]>COCCOC.O.Cl[Pd](Cl)([P](C1C=CC=CC=1)(C1C=CC=CC=1)C1C=CC=CC=1)[P](C1C=CC=CC=1)(C1C=CC=CC=1)C1C=CC=CC=1>[C:36]([C:33]1[CH:34]=[CH:35][C:30]([CH2:29][CH2:28][CH:16](/[CH:15]=[CH:14]/[C:9]2[CH:10]=[CH:11][CH:12]=[CH:13][C:8]=2[O:7][CH2:6][C:5]2[CH:38]=[CH:39][C:2]([C:45]3[CH:46]=[CH:47][C:42]([C:41]([F:52])([F:51])[F:40])=[CH:43][CH:44]=3)=[CH:3][CH:4]=2)[CH2:17][C:18]2[CH:27]=[CH:26][C:21]([C:22]([O:24][CH3:25])=[O:23])=[CH:20][CH:19]=2)=[CH:31][CH:32]=1)#[N:37] |f:2.3.4,^1:68,87|. Reported procedure: 270 mg (0.47 mmol) of methyl E-4-{4-[2-(4-bromobenzyloxy)phenyl]-2-[2-(4-cyanophenyl)ethyl]but-3-enyl}benzoate from Example 18A are dissolved in 3 ml of 1,2-dimethoxyethane and, under argon, 106 mg (0.56 mmol) of 4-trifluoromethylphenylboronic acid, 3.3 mg of bis(triphenylphosphine)palladium(II) chloride and 0.51 ml of a 2 M solution of sodium carbonate in water are added. The reaction mixture is then stirred under reflux for 12 hours. The mixture is subsequently cooled, filtered through 1 g of ...